This data is from the Open Reaction Database (ORD), a public repository of structured organic reaction records. The task is: describe an organic reaction: reactants, conditions, products, and yield Starting materials: NS(=O)(=O)C1=C(C=CC=C1)C=1N=NN(N1)C (5-(2-aminosulfonylphenyl)-2-methyl-2H-tetrazole), ice, Cl (hydrochloric acid), COC1=NC(=NC(=C1)OC)NC(OC1=CC=CC=C1)=O (phenyl N-(4,6-dimethoxypyrimidin-2-yl)carbamate), C1CCC2=NCCCN2CC1 (DBU). Solvent: C(C)#N (acetonitrile). Conditions: time 3 hour. Product: COC1=NC(=NC(=C1)OC)NC(=O)NS(=O)(=O)C1=C(C=CC=C1)C=1N=NN(N1)C (N-[(4,6-Dimethoxypyrimidin-2-yl)aminocarbonyl]-2-(2-methyl-2H-tetrazol-5-yl)benzenesulfonamide). Yield: 80.0%. As a reaction SMILES: [NH2:1][S:2]([C:5]1[CH:10]=[CH:9][CH:8]=[CH:7][C:6]=1[C:11]1[N:12]=[N:13][N:14]([CH3:16])[N:15]=1)(=[O:4])=[O:3].[CH3:17][O:18][C:19]1[CH:24]=[C:23]([O:25][CH3:26])[N:22]=[C:21]([NH:27][C:28](=O)[O:29]C2C=CC=CC=2)[N:20]=1.C1CCN2C(=NCCC2)CC1.Cl>C(#N)C>[CH3:26][O:25][C:23]1[CH:24]=[C:19]([O:18][CH3:17])[N:20]=[C:21]([NH:27][C:28]([NH:1][S:2]([C:5]2[CH:10]=[CH:9][CH:8]=[CH:7][C:6]=2[C:11]2[N:12]=[N:13][N:14]([CH3:16])[N:15]=2)(=[O:3])=[O:4])=[O:29])[N:22]=1. Procedure details: To 25 mL of acetonitrile was added at ambient temperature and pressure 0.48 g of 5-(2-aminosulfonylphenyl)-2-methyl-2H-tetrazole and 0.54 g of phenyl N-(4,6-dimethoxypyrimidin-2-yl)carbamate followed by 0.3 mL of DBU. After being stirred for three hours the reaction mixture was added to 25 g of ice and acidified to pH 3 with hydrochloric acid. The precipitate thus obtained was filtered, washed with water and dried to yield 0.66 g of the desired product, m.p. 214°-222° C. Infrared absorptions at ... Starting materials: CC1(C)OCC(CON)O1, CCN=C=NCCCN(C)C, CCN(C(C)C)C(C)C, O=C(O)c1cc(F)c2cncn2c1Nc1ccc(I)cc1F, CN(C)C=O, On1nnc2ccccc21. Product: CC1(C)OCC(CONC(=O)c2cc(F)c3cncn3c2Nc2ccc(I)cc2F)O1. As a reaction SMILES: [CH3:23][C:24]1([CH3:32])[O:25][CH2:26][CH:27]([CH2:29][O:30][NH2:31])[O:28]1.[CH3:33][CH2:34][N:35]=[C:36]=[N:37][CH2:38][CH2:39][CH2:40][N:41]([CH3:42])[CH3:43].[CH:54]([N:55]([CH2:56][CH3:57])[CH:58]([CH3:59])[CH3:60])([CH3:61])[CH3:62].[F:1][c:2]1[c:3]2[n:4]([c:5]([NH:11][c:12]3[c:13]([F:19])[cH:14][c:15]([I:18])[cH:16][cH:17]3)[c:6]([C:8](=[O:9])[OH:10])[cH:7]1)[cH:20][n:21][cH:22]2.[O:63]=[CH:64][N:65]([CH3:66])[CH3:67].[OH:44][n:45]1[c:46]2[c:47]([cH:48][cH:49][cH:50][cH:51]2)[n:52][n:53]1>>[F:1][c:2]1[c:3]2[n:4]([c:5]([NH:11][c:12]3[c:13]([F:19])[cH:14][c:15]([I:18])[cH:16][cH:17]3)[c:6]([C:8](=[O:10])[NH:31][O:30][CH2:29][CH:27]3[CH2:26][O:25][C:24]([CH3:23])([CH3:32])[O:28]3)[cH:7]1)[cH:20][n:21][cH:22]2. Starting materials: COC1=C(C=CC(=C1)OC)C=CC(=O)C1=CC=C(C=C1)OCC=C (2,4dimethoxy4'-prop-2-enyloxychalcone), CC(=O)C1=CC=C(C=C1)OCC=C (4-allyloxyacetophenone), COC1=C(C=O)C=CC(=C1)OC (2,4-dimethoxybenzaldehyde), Cl (hydrogen chloride). Solvent: C(C)O (ethanol), C(C)O (ethanol). Run at time 30 minute. The product is CC(=O)C1=CC=C(C=C1)OC (4-methoxyacetophenone). Isolated yield 122.7%. RXN SMILES: COC1C=C(OC)C=CC=1C=[CH:12][C:13]([C:15]1[CH:20]=[CH:19][C:18]([O:21][CH2:22]C=C)=[CH:17][CH:16]=1)=[O:14].CC(C1C=CC(OCC=C)=CC=1)=O.COC1C=C(OC)C=CC=1C=O.Cl>C(O)C>[CH3:12][C:13]([C:15]1[CH:20]=[CH:19][C:18]([O:21][CH3:22])=[CH:17][CH:16]=1)=[O:14]. Procedure: Preparation of 2,4dimethoxy4'-prop-2-enyloxychalcone ##STR30## 0.88 g of 4-allyloxyacetophenone and 0.42 g of 2,4-dimethoxybenzaldehyde were dissolved in 3.5 ml of ethanol, and to the solution was added ethanol saturated with 3.5 ml of hydrogen chloride. The mixture was left at room temperature for 30 min during which time it turned heavily red. The solution was concentrated in vacuo and the residue chromatographed (column chromatography over silica gel 60 (Merck 0.0630-0.200 mm, 100 g), eluent ... Starting materials: C(C1=CC=CC=C1)N1N=C(C(=C1C1=CC=CC=C1)N=O)C (1-benzyl-3-methyl-4-nitroso-5-phenyl-1H-pyrazole). Reagents/catalysts: [Pd] (Pd/C). Solvent: CCOC(=O)C (EtOAc). Run at time 4 hour. The product is C(C1=CC=CC=C1)N1N=C(C(=C1C1=CC=CC=C1)N)C (1-Benzyl-3-methyl-5-phenyl-1H-pyrazol-4-ylamine). Reaction SMILES: [CH2:1]([N:8]1[C:12]([C:13]2[CH:18]=[CH:17][CH:16]=[CH:15][CH:14]=2)=[C:11]([N:19]=O)[C:10]([CH3:21])=[N:9]1)[C:2]1[CH:7]=[CH:6][CH:5]=[CH:4][CH:3]=1>[Pd].CCOC(C)=O>[CH2:1]([N:8]1[C:12]([C:13]2[CH:14]=[CH:15][CH:16]=[CH:17][CH:18]=2)=[C:11]([NH2:19])[C:10]([CH3:21])=[N:9]1)[C:2]1[CH:3]=[CH:4][CH:5]=[CH:6][CH:7]=1. Procedure details: To a 0° C. solution of 2.32 g of 1-phenyl-butane-1,2,3-trione 2-oxime in 31 mL of EtOH was added a suspension of 2.43 g benzyl hydrazine dihydrochloride in 9 mL EtOH. The reaction mixture was warmed to rt and stirred for 96 h. The reaction mixture was concentrated under reduced pressure and purified by means of MPLC (120 g SiO2, 45% EtOAc:Heptane) to obtain 1-benzyl-3-methyl-4-nitroso-5-phenyl-1H-pyrazole. A suspension of 2.55 g 1-benzyl-3-methyl-4-nitroso-5-phenyl-1H-pyrazole, 34 mL EtOAc and 5... Starting materials: [Al+3], Cn1ncc2c1-c1ccc(Cl)cc1C(c1ccccc1F)OC2=O, [H-], [H-], [H-], C1CCOC1. Yields the product Cn1ncc(CO)c1-c1ccc(Cl)cc1C(O)c1ccccc1F. Reaction SMILES: [Al+3:2].[Cl:5][c:6]1[cH:7][c:8]2[c:9]([cH:27][cH:28]1)-[c:10]1[c:11]([cH:23][n:24][n:25]1[CH3:26])[C:12](=[O:22])[O:13][CH:14]2[c:15]1[c:16]([F:21])[cH:17][cH:18][cH:19][cH:20]1.[H-:1].[H-:3].[H-:4].[O:29]1[CH2:30][CH2:31][CH2:32][CH2:33]1>>[Cl:5][c:6]1[cH:7][c:8]([CH:14]([OH:13])[c:15]2[c:16]([F:21])[cH:17][cH:18][cH:19][cH:20]2)[c:9](-[c:10]2[c:11]([CH2:12][OH:22])[cH:23][n:24][n:25]2[CH3:26])[cH:27][cH:28]1. As a reaction SMILES: [CH2:38]1[CH2:39][CH2:40][NH:41][CH2:42][CH2:43]1.[CH3:19][CH:20]1[CH2:21][N:22]([C:27](=[O:28])[c:29]2[c:30]([CH3:37])[c:31]([CH:35]=[O:36])[nH:32][c:33]2[CH3:34])[CH2:23][CH:24]([CH3:26])[NH:25]1.[CH3:1][O:2][c:3]1[cH:4][c:5](-[c:9]2[c:10]3[c:14]([cH:15][cH:16][cH:17]2)[NH:13][C:12](=[O:18])[CH2:11]3)[cH:6][cH:7][cH:8]1.[CH3:44][CH2:45][OH:46]>>[CH3:1][O:2][c:3]1[cH:4][c:5](-[c:9]2[c:10]3[c:14]([cH:15][cH:16][cH:17]2)[NH:13][C:12](=[O:18])[C:11]3=[CH:35][c:31]2[c:30]([CH3:37])[c:29]([C:27]([N:22]3[CH2:21][CH:20]([CH3:19])[NH:25][CH:24]([CH3:26])[CH2:23]3)=[O:28])[c:33]([CH3:34])[nH:32]2)[cH:6][cH:7][cH:8]1. Starting materials: C1CCNCC1, Cc1[nH]c(C=O)c(C)c1C(=O)N1CC(C)NC(C)C1, COc1cccc(-c2cccc3c2CC(=O)N3)c1, CCO. Yields the product COc1cccc(-c2cccc3c2C(=Cc2[nH]c(C)c(C(=O)N4CC(C)NC(C)C4)c2C)C(=O)N3)c1. The reactants are N1(CCCC1)CC1=CC=C(C=C1)C1=CC=C(C=C1)C=O (4′-Pyrrolidin-1-ylmethyl-biphenyl-4-carbaldehyde), C([O-])([O-])=O.[Na+].[Na+] (sodium carbonate), Cl.NO (hydroxylamine hydrochloride). The solvent is C(C)O (ethanol). Product: N1(CCCC1)CC1=CC=C(C=C1)C1=CC=C(C=C1)C=NO (4′-Pyrrolidin-1-ylmethyl-biphenyl-4-carbaldehyde oxime). Isolated yield 33.7%. RXN SMILES: [N:1]1([CH2:6][C:7]2[CH:12]=[CH:11][C:10]([C:13]3[CH:18]=[CH:17][C:16]([CH:19]=O)=[CH:15][CH:14]=3)=[CH:9][CH:8]=2)[CH2:5][CH2:4][CH2:3][CH2:2]1.C(=O)([O-])[O-].[Na+].[Na+].Cl.[NH2:28][OH:29]>C(O)C>[N:1]1([CH2:6][C:7]2[CH:12]=[CH:11][C:10]([C:13]3[CH:18]=[CH:17][C:16]([CH:19]=[N:28][OH:29])=[CH:15][CH:14]=3)=[CH:9][CH:8]=2)[CH2:5][CH2:4][CH2:3][CH2:2]1 |f:1.2.3,4.5|. Reported procedure: A solution of Example 27 (33.7 mg), sodium carbonate (27.6 mg), and hydroxylamine hydrochloride (18 mg) in ethanol (5 mL) was set to reflux for 16 hours. Inorganic solid was filtered out and washed with DCM and acetone. Organic layer was concentrated under reduced pressure to give the titled compound (12 mg) without purification. 1H NMR (400 MHz, CDCI3)δ8.19 (s, 1 H), 7.82-7.69 (m, 8 H), 4.37 (d, J=6.3, 2 H), 3.35 (m, 2 H), 3.10-3.03 (m, 2 H), 2.06-1.94 (m, 2 H), 1.93-1.88 (m, 2 H). Reagents/catalysts: C=1C=CC(=CC1)/C=C/C(=O)/C=C/C2=CC=CC=C2.C=1C=CC(=CC1)/C=C/C(=O)/C=C/C2=CC=CC=C2.C=1C=CC(=CC1)/C=C/C(=O)/C=C/C2=CC=CC=C2.[Pd].[Pd] (Pd2(dba)3), C1(CCCCC1)P(C1CCCCC1)C1CCCCC1 (tricyclohexylphosphine). Reaction SMILES: I[C:2]1[CH:7]=[CH:6][C:5]([CH2:8][C:9]([NH:11][C@@H:12]([C:14]2[CH:19]=[CH:18][C:17]([O:20][CH2:21][C:22]([F:25])([F:24])[F:23])=[CH:16][N:15]=2)[CH3:13])=[O:10])=[CH:4][CH:3]=1.[CH3:26][N:27]1[C:31](B2OC(C)(C)C(C)(C)O2)=[CH:30][CH:29]=[N:28]1.[O-]P([O-])([O-])=O.[K+].[K+].[K+]>C1C=CC(/C=C/C(/C=C/C2C=CC=CC=2)=O)=CC=1.C1C=CC(/C=C/C(/C=C/C2C=CC=CC=2)=O)=CC=1.C1C=CC(/C=C/C(/C=C/C2C=CC=CC=2)=O)=CC=1.[Pd].[Pd].C1(P(C2CCCCC2)C2CCCCC2)CCCCC1.O1CCOCC1>[CH3:26][N:27]1[C:31]([C:2]2[CH:7]=[CH:6][C:5]([CH2:8][C:9]([NH:11][C@@H:12]([C:14]3[CH:19]=[CH:18][C:17]([O:20][CH2:21][C:22]([F:25])([F:24])[F:23])=[CH:16][N:15]=3)[CH3:13])=[O:10])=[CH:4][CH:3]=2)=[CH:30][CH:29]=[N:28]1 |f:2.3.4.5,6.7.8.9.10|. Conditions: time 12 hour. Solvent: O1CCOCC1 (dioxane). Product: CN1N=CC=C1C1=CC=C(C=C1)CC(=O)N[C@H](C)C1=NC=C(C=C1)OCC(F)(F)F (2-[4-(1-methyl-1H-pyrazol-5-yl)phenyl]-N-{(1R)-1-[5-(2,2,2-trifluoroethoxy)pyridin-2-yl]ethyl}acetamide). Isolated yield 60.4%. Procedure details: To a 5° C. solution of 5.00 mL (60.9 mmol) n-methylpyrazole in 100 ml THF was added dropwise 381 mL (60.9 mmol) 1.6M n-BuLi in hexanes. The reaction mixture was warmed to room temperature, and after 1 hr at room temperature, the reaction mixture was cooled to −78° C. 18.4 mL (79.0 mmol) isopropyl borate was added. After 1.00 h at −78° C., the reaction mixture was quenched with 12.0 mL of 2N HCl. The resulting solution was concentrated in vacuo and azotroped with toluene. The resulting crude mate... Reactants: IC1=CC=C(C=C1)CC(=O)N[C@H](C)C1=NC=C(C=C1)OCC(F)(F)F (2-(4-iodophenyl)-N-{(1R)-1-[5-(2,2,2-trifluoroethoxy)pyridin-2-yl]ethyl}acetamide), CN1N=CC=C1B1OC(C(O1)(C)C)(C)C (1-methyl-5-(4,4,5,5-tetramethyl-1,3,2-dioxaborolan-2-yl)-1H-pyrazole), [O-]P(=O)([O-])[O-].[K+].[K+].[K+] (K3PO4).